From a dataset of the Open Reaction Database (ORD), a public repository of structured organic reaction records. describe an organic reaction: reactants, conditions, products, and yield The reactants are C(C)(C)C=1C=C2C(N(C(=NC2=CC1)CCC)CC1=CC=C(C=C1)C1=C(C=CC=C1)C(=O)OC(C)(C)C)=O (6-isopropyl-2-n-propyl-3-[(2'-(t-butoxycarbonyl)biphen-4-yl)-methyl]-quinazolin-4(3H)-one), FC(C(=O)O)(F)F (trifluoro acetic acid), C1(=CC=CC=C1)OC (anisole). Run in C(Cl)Cl (methylene chloride). Reaction conditions: time 4 hour. Product: C(C)(C)C=1C=C2C(N(C(=NC2=CC1)CCC)CC1=CC=C(C=C1)C1=C(C=CC=C1)C(=O)O)=O (6-Isopropyl-2-propyl-3-[(2'-carboxybiphen-4-yl)-methyl]-quinazolin-4(3H)-one), mono trifluoroacetate. As a reaction SMILES: [CH:1]([C:4]1[CH:5]=[C:6]2[C:11](=[CH:12][CH:13]=1)[N:10]=[C:9]([CH2:14][CH2:15][CH3:16])[N:8]([CH2:17][C:18]1[CH:23]=[CH:22][C:21]([C:24]3[CH:29]=[CH:28][CH:27]=[CH:26][C:25]=3[C:30]([O:32]C(C)(C)C)=[O:31])=[CH:20][CH:19]=1)[C:7]2=[O:37])([CH3:3])[CH3:2].FC(F)(F)C(O)=O.C1(OC)C=CC=CC=1>C(Cl)Cl>[CH:1]([C:4]1[CH:5]=[C:6]2[C:11](=[CH:12][CH:13]=1)[N:10]=[C:9]([CH2:14][CH2:15][CH3:16])[N:8]([CH2:17][C:18]1[CH:23]=[CH:22][C:21]([C:24]3[CH:29]=[CH:28][CH:27]=[CH:26][C:25]=3[C:30]([OH:32])=[O:31])=[CH:20][CH:19]=1)[C:7]2=[O:37])([CH3:2])[CH3:3]. Reported procedure: A solution of 6-isopropyl-2-n-propyl-3-[(2'-(t-butoxycarbonyl)biphen-4-yl)-methyl]-quinazolin-4(3H)-one (0.198 g, 0.44 mmol) in a mixture of methylene chloride (3 ml) and anhydrous trifluoro acetic acid (3 ml) containing anisole (0.05 ml) was stirred at room temperature for 4 hours. The solvent was then removed under reduced pressure and the residue was triturated with dry ether to give the solid product, which was then collected by filteration and dried in vacuo over NaOH and P2O5 to give the d... The reactants are NC=1C(NC(N(C1N)CC1=NC=CC=C1)=S)=O (5,6-Diamino-1-(pyridin-2-ylmethyl)-2-thioxo-2,3-dihydro-1H-pyrimidin-4-one), C(=O)O (formic acid). Run at temperature 70 celsius. The product is N1=C(C=CC=C1)CN1C(NC(C=2NC=NC12)=O)=S (3-(pyridin-2-ylmethyl)-2-thioxo-1,2,3,7-tetrahydro-6H-purin-6-one). Yield: 20.0%. Reaction SMILES: [NH2:1][C:2]1[C:3](=[O:17])[NH:4][C:5](=[S:16])[N:6]([CH2:9][C:10]2[CH:15]=[CH:14][CH:13]=[CH:12][N:11]=2)[C:7]=1[NH2:8].[CH:18](O)=O>>[N:11]1[CH:12]=[CH:13][CH:14]=[CH:15][C:10]=1[CH2:9][N:6]1[C:7]2[N:8]=[CH:18][NH:1][C:2]=2[C:3](=[O:17])[NH:4][C:5]1=[S:16]. Procedure: 5,6-Diamino-1-(pyridin-2-ylmethyl)-2-thioxo-2,3-dihydro-1H-pyrimidin-4-one (0.33 g, 1.3 mmol, obtained from Example 1(c)) in formic acid was heated at 70° C. for 30 minutes. The excess of formic acid was evaporated in vacuo. Sodium hydroxide (10% aq., 2 mL) was added to the residue and the reaction mixture was heated at 70° C. for 1 h. The mixture was then diluted with water (20 mL) and neutralized using 2M sulfuric acid. The precipitated solid was collected by filtration, washed with water and ... Reaction SMILES: [CH3:1][n:2]1[n:3][c:4]([N+:17]([O-:18])=[O:19])[n:5][c:6]1[S:7][CH2:8][c:9]1[cH:10][n:11][cH:12][n:13]1[CH2:14][CH2:15][CH3:16].[CH3:24][CH2:25][OH:26].[Ca+2:22].[Cl-:20].[Cl-:21].[Fe:23]>>[CH3:1][n:2]1[n:3][c:4]([NH2:17])[n:5][c:6]1[S:7][CH2:8][c:9]1[cH:10][n:11][cH:12][n:13]1[CH2:14][CH2:15][CH3:16]. Product: CCCn1cncc1CSc1nc(N)nn1C. Starting materials: CCCn1cncc1CSc1nc([N+](=O)[O-])nn1C, CCO, [Ca+2], [Cl-], [Cl-], [Fe]. Starting materials: CO (methanol), S(=O)(=O)(O)[O-].[K+] (potassium hydrogensulfate), C(C1=CC=CC=C1)OC(=O)N1[C@@H](CN(C(CC1)=O)[C@@H](CCOCC1=CC=CC=C1)C(=O)OCC)C ((R)-4-((S)-3-benzyloxy-1-ethoxycarbonyl-propyl)-2-methyl-5-oxo-[1,4]diazepane-1-carboxylic acid benzyl ester), [BH4-].[Li+] (lithium borohydride), [BH4-].[Li+] (lithium borohydride). Run in C(C)(=O)OCC.CO (ethyl acetate methanol), O1CCCC1 (tetrahydrofuran). Run at temperature 0 celsius, time 4 hour. Product: C(C1=CC=CC=C1)OC(=O)N1[C@@H](CN(C(CC1)=O)[C@@H](CCOCC1=CC=CC=C1)CO)C ((R)-4-((S)-3-Benzyloxy-1-hydroxymethyl-propyl)-2-methyl-5-oxo-[1,4]diazepane-1-carboxylic acid benzyl ester). Isolated yield 65.3%. As a reaction SMILES: [CH2:1]([O:8][C:9]([N:11]1[CH2:17][CH2:16][C:15](=[O:18])[N:14]([C@H:19]([C:30](OCC)=[O:31])[CH2:20][CH2:21][O:22][CH2:23][C:24]2[CH:29]=[CH:28][CH:27]=[CH:26][CH:25]=2)[CH2:13][C@H:12]1[CH3:35])=[O:10])[C:2]1[CH:7]=[CH:6][CH:5]=[CH:4][CH:3]=1.[BH4-].[Li+].CO.S([O-])(O)(=O)=O.[K+]>O1CCCC1.C(OCC)(=O)C.CO>[CH2:1]([O:8][C:9]([N:11]1[CH2:17][CH2:16][C:15](=[O:18])[N:14]([C@H:19]([CH2:30][OH:31])[CH2:20][CH2:21][O:22][CH2:23][C:24]2[CH:29]=[CH:28][CH:27]=[CH:26][CH:25]=2)[CH2:13][C@H:12]1[CH3:35])=[O:10])[C:2]1[CH:7]=[CH:6][CH:5]=[CH:4][CH:3]=1 |f:1.2,4.5,7.8|. Procedure details: A solution of 3.90 g (8.10 mmol) of (R)-4-((S)-3-benzyloxy-1-ethoxycarbonyl-propyl)-2-methyl-5-oxo-[1,4]diazepane-1-carboxylic acid benzyl ester in 73 ml of tetrahydrofuran was treated at 0° C. with 4.44 ml (8.90 mmol, 2 M solution in tetrahydrofuran) of lithium borohydride. The reaction was stirred 10 min at 0° C. and 4 h at room temperature, again treated with 3.64 ml (7.30 mmol, 2 M solution in tetrahydrofuran) of lithium borohydride. After 16 h, 5.2 ml of methanol was added and the reaction ... Starting materials: C1(=CC=CC=C1)N1C(N(C(=C1C1=CC=CC=C1)C1=CC=CC=C1)CCCCCCCBr)=O (1,4,5-triphenyl-3-(7-bromoheptyl)-imidazol-2-one), P(OCC)(OCC)OCC (triethyl phosphite). The solvent is C=1(C(=CC=CC1)C)C (xylene). The product is C1(=CC=CC=C1)N1C(=NC(=C1C1=CC=CC=C1)C1=CC=CC=C1)OCCCCCCCP(OCC)(=O)OCC (diethyl 7-(1,4,5-triphenylimidazol-2-yl-oxy)heptanephosphonate). Reaction SMILES: C1([N:7]2[C:11]([C:12]3[CH:17]=[CH:16][CH:15]=[CH:14][CH:13]=3)=[C:10]([C:18]3[CH:23]=[CH:22][CH:21]=[CH:20][CH:19]=3)[N:9](CCCCCCCBr)[C:8]2=[O:32])C=CC=CC=1.[P:33]([O:40][CH2:41][CH3:42])([O:37]CC)[O:34][CH2:35][CH3:36]>C1(C)C(C)=CC=CC=1>[C:12]1([N:9]2[C:10]([C:18]3[CH:23]=[CH:22][CH:21]=[CH:20][CH:19]=3)=[C:11]([C:12]3[CH:13]=[CH:14][CH:15]=[CH:16][CH:17]=3)[N:7]=[C:8]2[O:32][CH2:22][CH2:21][CH2:20][CH2:19][CH2:18][CH2:10][CH2:11][P:33]([O:34][CH2:35][CH3:36])(=[O:37])[O:40][CH2:41][CH3:42])[CH:17]=[CH:16][CH:15]=[CH:14][CH:13]=1. Procedure: A mixture of 1,4,5-triphenyl-3-(7-bromoheptyl)-imidazol-2-one (1.0 g) and triethyl phosphite (1.66 g) was heated at reflux temperature in xylene (5 ml) for 40 hours. The solution was evaporated to an oil and re-evaporated from ethanol. The oil was partitioned between ether and water, the ether solution was separated, dried over magnesium sulphate and evaporated to an oil which was chromato-graphed on silica gel (ethyl acetate) to give diethyl 7-(1,4,5-triphenylimidazol-2-yl-oxy)heptanephosphonat... Reactants: Cl.N(N)C1=C(C(=O)O)C=CC=C1 (2-hydrazinylbenzoic acid hydrochloride), C(#N)/C(/C(=O)OCC)=C\OCC ((E)-ethyl 2-cyano-3-ethoxyacrylate), C(C)(=O)[O-].[Na+] (sodium acetate), solution, [OH-].[Na+] (sodium hydroxide). Run in CN(C)C=O (DMF), O (Water). Run at temperature 140 celsius, time 1 hour. The product is O=C1NC=2N(C3=CC=CC=C13)N=CC2C(=O)O (5-Oxo-4,5-dihydropyrazolo[1,5-a]quinazoline-3-carboxylic acid). As a reaction SMILES: Cl.[NH:2]([C:4]1[CH:12]=[CH:11][CH:10]=[CH:9][C:5]=1[C:6]([OH:8])=O)[NH2:3].[C:13](/[C:15](=[CH:21]\OCC)/[C:16]([O:18]CC)=[O:17])#[N:14].C([O-])(=O)C.[Na+].[OH-].[Na+]>CN(C=O)C.O>[O:8]=[C:6]1[C:5]2[C:4](=[CH:12][CH:11]=[CH:10][CH:9]=2)[N:2]2[N:3]=[CH:21][C:15]([C:16]([OH:18])=[O:17])=[C:13]2[NH:14]1 |f:0.1,3.4,5.6|. Procedure details: A mixture of 2-hydrazinylbenzoic acid hydrochloride (1.05 g, 5.57 mmol), (E)-ethyl 2-cyano-3-ethoxyacrylate (0.9 g, 5.32 mmol) and sodium acetate (0.457 g, 5.57 mmol) in DMF (7 mL) was heated to 140° C. for 2 h then cooled. Water (5 mL) was added and the mixture was stirred at rt for 1 h then filtered. The solid was washed with H2O, EtOH and Et2O then dried. The solid was dissolved in EtOH (10 mL), treated with a 1M solution of sodium hydroxide (23 mL, 23 mmol) and the mixture was heated at 80° ... The reactants are C(=O)(O)C1N2N(CC=C1)C(N(C2=O)CCC(=O)OC)=O (methyl 5-carboxy-2,3,5,8-tetrahydro-1,3-dioxo-1H-1,2,4-triazolo[1,2-a]pyridazine-2-propionate), N (ammonia). Run in CO (methanol). Reaction conditions: time 72 hour. Product: C(N)(=O)CCN1C(N2N(CC=CC2C(=O)O)C1=O)=O (2-(2-carbamoylethyl)-2,3,5,8-tetrahydro-1,3-dioxo-1H-1,2,4-triazolo[1,2-a]pyridazine-5-carboxylic acid). Isolated yield 85.0%. Reaction SMILES: [C:1]([CH:4]1[CH:9]=[CH:8][CH2:7][N:6]2[C:10](=[O:20])[N:11]([CH2:14][CH2:15][C:16](OC)=[O:17])[C:12](=[O:13])[N:5]12)([OH:3])=[O:2].[NH3:21]>CO>[C:16]([CH2:15][CH2:14][N:11]1[C:10](=[O:20])[N:6]2[CH2:7][CH:8]=[CH:9][CH:4]([C:1]([OH:3])=[O:2])[N:5]2[C:12]1=[O:13])(=[O:17])[NH2:21]. Procedure: 2.83 g (0.01 mol) of methyl 5-carboxy-2,3,5,8-tetrahydro-1,3-dioxo-1H-1,2,4-triazolo[1,2-a]pyridazine-2-propionate were dissolved in 50 ml of methanol. The solution was saturated with ammonia and stirred for 72 hours. The mixture was evaporated to dryness and the residue was dissolved in water. The aqueous solution was passed through an ion-exchange column (Zerolit 225, H+ form) and the eluate was evaporated to give a colourless solid. This solid was recrystallized from methanol to give 2.26 g (... The reactants are [OH-].[NH4+] (ammonium hydroxide), C(C)(C)(C)N1C(=NC2=C1C=CC(=C2)C=2C=NC(=NC2)N)C2=C(C=CC=C2)C2=NOC(=N2)C(Cl)(Cl)Cl (5-{1-tert-butyl-2-[2-(5-trichloromethyl-[1,2,4]oxadiazol-3-yl)-phenyl]-1H-benzimidazol-5-yl}-pyrimidin-2-ylamine), O (Water). Solvent: CN(C)C=O (DMF). Conditions: time 0.5 hour. Yields the product NC1=NC(=NO1)C1=C(C=CC=C1)C1=NC2=C(N1C(C)(C)C)C=CC(=C2)C=2C=NC(=NC2)N (5-{2-[2-(5-Amino-[1,2,4]oxadiazol-3-yl)-phenyl]-1-tert-butyl-1H-benzimidazol-5-yl}-pyrimidin-2-ylamine). Isolated yield 18.6%. As a reaction SMILES: [OH-].[NH4+:2].[C:3]([N:7]1[C:11]2[CH:12]=[CH:13][C:14]([C:16]3[CH:17]=[N:18][C:19]([NH2:22])=[N:20][CH:21]=3)=[CH:15][C:10]=2[N:9]=[C:8]1[C:23]1[CH:28]=[CH:27][CH:26]=[CH:25][C:24]=1[C:29]1[N:33]=[C:32](C(Cl)(Cl)Cl)[O:31][N:30]=1)([CH3:6])([CH3:5])[CH3:4].O>CN(C=O)C>[NH2:2][C:32]1[O:31][N:30]=[C:29]([C:24]2[CH:25]=[CH:26][CH:27]=[CH:28][C:23]=2[C:8]2[N:7]([C:3]([CH3:5])([CH3:6])[CH3:4])[C:11]3[CH:12]=[CH:13][C:14]([C:16]4[CH:17]=[N:18][C:19]([NH2:22])=[N:20][CH:21]=4)=[CH:15][C:10]=3[N:9]=2)[N:33]=1 |f:0.1|. Procedure: To a stirred solution of ammonium hydroxide (0.02 mL, 0.39 mmol) in DMF (2 mL) at room temperature is added 5-{1-tert-butyl-2-[2-(5-trichloromethyl-[1,2,4]oxadiazol-3-yl)-phenyl]-1H-benzimidazol-5-yl}-pyrimidin-2-ylamine (395 mg, 0.26 mmol). The reaction mixture is stirred at room temperature for 0.5 hours. Water is added to the reaction mixture and the product is extracted into EtOAc (3×) and the combined organics are then dried (Na2SO4), filtered, and concentrated. Purification via flash chrom...